From a dataset of the Open Reaction Database (ORD), a public repository of structured organic reaction records. describe an organic reaction: reactants, conditions, products, and yield The reactants are C(C=1C(O)=CC=CC1)(=O)O (salicylic acid), O.NC1=NN=NN1 (5-aminotetrazole monohydrate), N1=CC=CC=C1 (pyridine), S(=O)(Cl)Cl (thionyl chloride). Solvent: O (water). Run at temperature 50 celsius, time 1 hour. Product: OC1=C(C(=O)NC2=NN=NN2)C=CC=C1 (2-hydroxy-N-(tetrazol-5-yl)benzamide). Yield: 58.5%. Reaction SMILES: [C:1]([OH:10])(=O)[C:2]1[C:3](=[CH:5][CH:6]=[CH:7][CH:8]=1)[OH:4].O.[NH2:12][C:13]1[NH:17][N:16]=[N:15][N:14]=1.N1C=CC=CC=1.S(Cl)(Cl)=O>O>[OH:4][C:3]1[CH:5]=[CH:6][CH:7]=[CH:8][C:2]=1[C:1]([NH:12][C:13]1[NH:17][N:16]=[N:15][N:14]=1)=[O:10] |f:1.2|. Reported procedure: To a solution of 1.4 g (0.01 mole) of salicylic acid and 1.03 g (0.01 mole) of 5-aminotetrazole monohydrate in 40 ml. of pyridine was added dropwise 1.0 g (0.008 mole) of thionyl chloride. The mixture was stirred for one hour at 50° C. The stirred mixture was poured into water, acidified, and cooled. The resulting precipitate was collected by filtration and recrystallized from ethanol to provide 1.2 g 2-hydroxy-N-(tetrazol-5-yl)benzamide, in the form of a white solid, m.p. 264°-266° C. Starting materials: BrCCN(Cc1ccccc1)Cc1ccccc1, CC1(C)Oc2cc(F)c(C#N)cc2NC1=O. RXN SMILES: [CH2:17]([c:18]1[cH:19][cH:20][cH:21][cH:22][cH:23]1)[N:24]([CH2:25][CH2:26][Br:27])[CH2:28][c:29]1[cH:30][cH:31][cH:32][cH:33][cH:34]1.[F:1][c:2]1[cH:3][c:4]2[c:5]([cH:13][c:14]1[C:15]#[N:16])[NH:6][C:7](=[O:12])[C:8]([CH3:10])([CH3:11])[O:9]2>>[F:1][c:2]1[cH:3][c:4]2[c:5]([cH:13][c:14]1[C:15]#[N:16])[N:6]([CH2:26][CH2:25][N:24]([CH2:17][c:18]1[cH:19][cH:20][cH:21][cH:22][cH:23]1)[CH2:28][c:29]1[cH:30][cH:31][cH:32][cH:33][cH:34]1)[C:7](=[O:12])[C:8]([CH3:10])([CH3:11])[O:9]2. The product is CC1(C)Oc2cc(F)c(C#N)cc2N(CCN(Cc2ccccc2)Cc2ccccc2)C1=O. The reactants are CC(C)(C)OC(=O)N1CCN(c2cccc3c(Cc4ccccc4)cn(C(=O)OC(C)(C)C)c23)CC1, C1CCOC1, CSC, [Li]C(C)CC, O. The product is CSc1c(Cc2ccccc2)c2cccc(N3CCN(C(=O)OC(C)(C)C)CC3)c2n1C(=O)OC(C)(C)C. Reaction SMILES: [C:1]([CH3:2])([CH3:3])([CH3:4])[O:5][C:6](=[O:7])[n:8]1[cH:9][c:10]([CH2:30][c:31]2[cH:32][cH:33][cH:34][cH:35][cH:36]2)[c:11]2[cH:12][cH:13][cH:14][c:15]([N:17]3[CH2:18][CH2:19][N:20]([C:23](=[O:24])[O:25][C:26]([CH3:27])([CH3:28])[CH3:29])[CH2:21][CH2:22]3)[c:16]12.[CH2:46]1[O:47][CH2:48][CH2:49][CH2:50]1.[CH3:42][S:43][CH3:44].[CH:37]([Li:38])([CH2:39][CH3:40])[CH3:41].[OH2:45]>>[C:1]([CH3:2])([CH3:3])([CH3:4])[O:5][C:6](=[O:7])[n:8]1[c:9]([S:43][CH3:42])[c:10]([CH2:30][c:31]2[cH:32][cH:33][cH:34][cH:35][cH:36]2)[c:11]2[cH:12][cH:13][cH:14][c:15]([N:17]3[CH2:18][CH2:19][N:20]([C:23](=[O:24])[O:25][C:26]([CH3:27])([CH3:28])[CH3:29])[CH2:21][CH2:22]3)[c:16]12.